Dataset: the Open Reaction Database (ORD), a public repository of structured organic reaction records. Task: describe an organic reaction: reactants, conditions, products, and yield Reactants: C(C)(C)(C)OC(NC(=N)C1=CC=C(C=C1)CNC(=O)[C@@H]1CCC=2N1C(C(=CN2)NCC2=CC=CC=C2)=O)=O ((6S)-[(4-{[(3-benzylamino-4-oxo-4,6,7,8-tetrahydro-pyrrolo[1,2-a]pyrimidine-6-carbonyl)-amino]-methyl}-phenyl)-imino-methyl]-carbamic acid tert-butyl ester), C(C)(C)(C)OC(NC(=N)C1=CC=C(C=C1)CNC(=O)[C@@H]1CCC=2N1C(C(=CN2)N)=O)=O ((S)-[(4-{[(3-amino-4-oxo-4,6,7,8-tetrahydro-pyrrolo[1,2-a]pyrimidine-6-carbonyl)-amino]-methyl}-phenyl)-imino-methyl]-carbamic acid tert-butyl ester), [BH-](OC(=O)C)(OC(=O)C)OC(=O)C.[Na+] (NaBH(OAc)3). Product: C(C)(C)(C)OC(NC(C1=CC=C(C=C1)CNC(=O)[C@@H]1CCC=2N1C(C(=CN2)NCCC2=CC=CC=C2)=O)=N)=O ((S)-[imino-(4-{[(4-oxo-3-phenethylamino-4,6,7,8-tetrahydro-pyrrolo[1,2-a]pyrimidine-6-carbonyl)-amino]-methyl}-phenyl)-methyl]-carbamic acid tert-butyl ester). The yield is 54.0%. Reaction SMILES: [C:1]([O:5][C:6](=[O:38])[NH:7][C:8]([C:10]1[CH:15]=[CH:14][C:13]([CH2:16][NH:17][C:18]([C@H:20]2[N:24]3[C:25](=[O:37])[C:26]([NH:29][CH2:30][C:31]4[CH:36]=[CH:35][CH:34]=[CH:33][CH:32]=4)=[CH:27][N:28]=[C:23]3[CH2:22][CH2:21]2)=[O:19])=[CH:12][CH:11]=1)=[NH:9])([CH3:4])([CH3:3])[CH3:2].[C:39](OC(=O)NC(C1C=CC(CNC([C@H]2N3C(=O)C(N)=CN=C3CC2)=O)=CC=1)=N)(C)(C)C.[BH-](OC(C)=O)(OC(C)=O)OC(C)=O.[Na+]>>[C:1]([O:5][C:6](=[O:38])[NH:7][C:8](=[NH:9])[C:10]1[CH:11]=[CH:12][C:13]([CH2:16][NH:17][C:18]([C@H:20]2[N:24]3[C:25](=[O:37])[C:26]([NH:29][CH2:30][CH2:31][C:32]4[CH:33]=[CH:34][CH:35]=[CH:36][CH:39]=4)=[CH:27][N:28]=[C:23]3[CH2:22][CH2:21]2)=[O:19])=[CH:14][CH:15]=1)([CH3:3])([CH3:2])[CH3:4] |f:2.3|. Procedure: Following a procedure similar to that for the preparation of 1k, intermediate 1j (60 mg, 0.14 mmol), phenylacetyladehyde (67.3 mg, 0.56 mmol) and NaBH(OAc)3 (326.4 mg, 1.54 mmol) yielded 40 mg (54%) of intermediate 2a. MS (ESI) 531.1 (M+H+).